From a dataset of the Open Reaction Database (ORD), a public repository of structured organic reaction records. describe an organic reaction: reactants, conditions, products, and yield Starting materials: cuprous oxide, CC1=C(C=C(C=C1)F)S (2-methyl-5-fluorothiophenol), BrC1=CC(=CO1)C(=O)O (5-bromofuran-3-carboxylic acid). Solvent: CN(C=O)C (dimethylformamide). The product is CC1=C(C=C(C=C1)F)SC1=CC(=CO1)C(=O)O (5-(2-Methyl-5-fluorophenylthio)furan-3-carboxylic Acid). RXN SMILES: [CH3:1][C:2]1[CH:7]=[CH:6][C:5]([F:8])=[CH:4][C:3]=1[SH:9].Br[C:11]1[O:15][CH:14]=[C:13]([C:16]([OH:18])=[O:17])[CH:12]=1>CN(C)C=O>[CH3:1][C:2]1[CH:7]=[CH:6][C:5]([F:8])=[CH:4][C:3]=1[S:9][C:11]1[O:15][CH:14]=[C:13]([C:16]([OH:18])=[O:17])[CH:12]=1. Procedure: In an open flask cuprous oxide (500 mg., 3.5 mmoles) and 2-methyl-5-fluorothiophenol (1.0 g., 7 mmoles) were combined in 35 ml. of dimethylformamide and heated in an oil bath at 135°-140° C. for 2.5 hours. The mixture was cooled slightly, 5-bromofuran-3-carboxylic acid (668 mg., 3.5 mmoles) was added and the mixture refluxed for approximately 16 hours. Crude product was isolated according to Example 16. The resulting oil was crystallized by trituration with water (170 mg.). Recrystallization fro... The reactants are solution, CC=1C=C(C(=O)O)C=CC1C (3,4-dimethylbenzoic acid), NCC(C)O (1-amino-2-propanol), ON1N=NC2=C1C=CC=C2 (1-hydroxybenzotriazole), Cl.CN(CCCN=C=NCC)C (1-(3-dimethylaminopropyl)-3-ethylcarbodiimide hydrochloride). The solvent is CN(C=O)C (N,N-dimethylformamide), C(C)N(CC)CC (triethylamine), O (water). Reaction conditions: time 15 hour. Product: CC=1C=C(C(=O)NCC(C)O)C=CC1C (1-(3,4-Dimethylbenzoylamino)-2-propanol). The yield is 91.0%. As a reaction SMILES: [CH3:1][C:2]1[CH:3]=[C:4]([CH:8]=[CH:9][C:10]=1[CH3:11])[C:5]([OH:7])=O.[NH2:12][CH2:13][CH:14]([OH:16])[CH3:15].ON1C2C=CC=CC=2N=N1.Cl.CN(C)CCCN=C=NCC>CN(C)C=O.O.C(N(CC)CC)C>[CH3:1][C:2]1[CH:3]=[C:4]([CH:8]=[CH:9][C:10]=1[CH3:11])[C:5]([NH:12][CH2:13][CH:14]([OH:16])[CH3:15])=[O:7] |f:3.4|. Procedure: To 30 ml of a solution of 5.00 g of 3,4-dimethylbenzoic acid and 2.75 g of 1-amino-2-propanol in N,N-dimethylformamide, 4.95 g of 1-hydroxybenzotriazole, 6.96 ml of triethylamine and 7.02 g of 1-(3-dimethylaminopropyl)-3-ethylcarbodiimide hydrochloride were added sequentially, and stirred for 15 hours at room temperature. After addition of water, the reaction solution was extracted with ethyl acetate, washed with 10% hydrochloric acid, ice-cold water and aqueous solution of saturated sodium hydr... Starting materials: CNC, O=C(Cl)CCCCCl, C1CCOC1. Yields the product CN(C)C(=O)CCCCCl. Reaction SMILES: [CH3:1][NH:2][CH3:3].[Cl:4][CH2:5][CH2:6][CH2:7][CH2:8][C:9](=[O:10])[Cl:11].[O:12]1[CH2:13][CH2:14][CH2:15][CH2:16]1>>[CH3:1][N:2]([CH3:3])[C:9]([CH2:8][CH2:7][CH2:6][CH2:5][Cl:4])=[O:10]. Starting materials: Cl.NO (hydroxylamine hydrochloride), Cl.NO (Hydroxylamine hydrochloride), C(C)OC(CO[C@@H](COCC1=CC=CC=C1)CC=C)OCC (({[(2R)-2-(2,2-diethoxyethoxyl)pent-4-en-1-yl]oxy}methyl)benzene). Solvent: O (water), C(C)(=O)O (acetic acid), COC(C)(C)C (tert-butyl methyl ether). Conditions: time 1 hour. Product: C(C1=CC=CC=C1)OC[C@@H](CC=C)OCC=NO (2-{[(2R)-1-(benzyloxy)pent-4-en-2-yl]oxy}-N-hydroxyethanimine). RXN SMILES: C(O[CH:4](OCC)[CH2:5][O:6][C@H:7]([CH2:17][CH:18]=[CH2:19])[CH2:8][O:9][CH2:10][C:11]1[CH:16]=[CH:15][CH:14]=[CH:13][CH:12]=1)C.Cl.[NH2:24][OH:25]>C(O)(=O)C.O.COC(C)(C)C>[CH2:10]([O:9][CH2:8][C@H:7]([O:6][CH2:5][CH:4]=[N:24][OH:25])[CH2:17][CH:18]=[CH2:19])[C:11]1[CH:16]=[CH:15][CH:14]=[CH:13][CH:12]=1 |f:1.2|. Reported procedure: ({[(2R)-2-(2,2-Diethoxyethoxyl)pent-4-en-1-yl]oxy}methyl)benzene (C2) (12.4 g, 40.2 mmol) was dissolved in acetic acid (28 mL) and water (12 mL). Hydroxylamine hydrochloride (2.84 g, 40.9 mmol) was added as a solid. After 1 hour, additional hydroxylamine hydrochloride (2.84 g, 40.9 mmol) was added. After 1 more hour, the reaction mixture was diluted with tert-butyl methyl ether (100 mL) and washed with water (3×50 mL), then washed with aqueous potassium carbonate solution (0.5 M, 100 mL). The or... The reactants are C[SiH](C)OC(C1C(CO)C1(C)c1ccc2c(c1)C(C)(C)CCC2(C)C)C(C)(C)C, CCI, COCC1C(CO)C1(C)c1ccc2c(c1)C(C)(C)CCC2(C)C. The product is CCOCC1C(CO)C1(C)c1ccc2c(c1)C(C)(C)CCC2(C)C. Reaction SMILES: [C:24]([CH:25]([O:26][SiH:27]([CH3:28])[CH3:29])[CH:30]1[CH:31]([CH2:32][OH:33])[C:34]1([CH3:35])[c:36]1[cH:37][cH:38][c:39]2[c:48]([cH:49]1)[C:45]([CH3:46])([CH3:47])[CH2:44][CH2:43][C:40]2([CH3:41])[CH3:42])([CH3:50])([CH3:51])[CH3:52].[CH2:53]([I:54])[CH3:55].[CH3:1][O:2][CH2:3][CH:4]1[C:5]([c:9]2[cH:10][c:11]3[c:16]([cH:17][cH:18]2)[C:15]([CH3:19])([CH3:20])[CH2:14][CH2:13][C:12]3([CH3:21])[CH3:22])([CH3:23])[CH:6]1[CH2:7][OH:8]>>[CH2:1]([O:2][CH2:3][CH:4]1[C:5]([c:9]2[cH:10][c:11]3[c:16]([cH:17][cH:18]2)[C:15]([CH3:19])([CH3:20])[CH2:14][CH2:13][C:12]3([CH3:21])[CH3:22])([CH3:23])[CH:6]1[CH2:7][OH:8])[CH3:24]. The reactants are C(C1=CC=CC=C1)C1=NOC(=C1)C(CC)=O (3-benzyl-5-propionylisoxazole), Cl.N1CCCCC1 (piperidine hydrochloride), C=O (paraformaldehyde), Cl (hydrochloric acid). Run in C(C)OCC (Diethyl ether), O1CCOCC1 (dioxane). Run at time 3 day. Product: Cl.C(C1=CC=CC=C1)C1=NOC(=C1)C(C(CN1CCCCC1)C)=O (3-benzyl-5-(2-methyl-3-piperidinopropionyl)isoxazole hydrochloride). Reaction SMILES: [CH2:1]([C:8]1[CH:12]=[C:11]([C:13](=[O:16])[CH2:14][CH3:15])[O:10][N:9]=1)[C:2]1[CH:7]=[CH:6][CH:5]=[CH:4][CH:3]=1.[ClH:17].[NH:18]1[CH2:23][CH2:22][CH2:21][CH2:20][CH2:19]1.[CH2:24]=O.Cl>O1CCOCC1.C(OCC)C>[ClH:17].[CH2:1]([C:8]1[CH:12]=[C:11]([C:13](=[O:16])[CH:14]([CH3:24])[CH2:15][N:18]2[CH2:23][CH2:22][CH2:21][CH2:20][CH2:19]2)[O:10][N:9]=1)[C:2]1[CH:3]=[CH:4][CH:5]=[CH:6][CH:7]=1 |f:1.2,7.8|. Procedure details: In 2 ml of dioxane, 1.5 g (7 mmol) of 3-benzyl-5-propionylisoxazole prepared above in the procedure (2), 0.93 g (7.7 mmol) of piperidine hydrochloride, 0.25 g (8.3 mmol) of paraformaldehyde and two droplets of 12N-hydrochloric acid were heated under reflux for 60 minutes. When left over in a cool place for 3 days after completion of the reaction, the reaction mixture became a solid. Diethyl ether was added to the solid. A solid was collected by filtration and then dried, whereby 3-benzyl-5-(2-me... The reactants are CCO, Cl, Cl, Cc1ccnc2c1C(=O)CC(c1ccccc1F)C2, N=C(N)NN, O. Product: Cl, Cc1ccnc2c1C(=NNC(=N)N)CC(c1ccccc1F)C2. Reaction SMILES: [CH3:28][CH2:29][OH:30].[ClH:20].[ClH:26].[F:1][c:2]1[c:3]([CH:8]2[CH2:9][C:10](=[O:19])[c:11]3[c:12]([CH3:18])[cH:13][cH:14][n:15][c:16]3[CH2:17]2)[cH:4][cH:5][cH:6][cH:7]1.[NH2:21][NH:22][C:23](=[NH:24])[NH2:25].[OH2:27]>>[ClH:20].[F:1][c:2]1[c:3]([CH:8]2[CH2:9][C:10](=[N:21][NH:22][C:23](=[NH:24])[NH2:25])[c:11]3[c:12]([CH3:18])[cH:13][cH:14][n:15][c:16]3[CH2:17]2)[cH:4][cH:5][cH:6][cH:7]1.